This data is from the Open Reaction Database (ORD), a public repository of structured organic reaction records. The task is: describe an organic reaction: reactants, conditions, products, and yield Reactants: O=S(=O)(Cl)c1ccc(Br)cc1, ClCCl, C1CCNC1, [Na+], [OH-]. Yields the product O=S(=O)(c1ccc(Br)cc1)N1CCCC1. RXN SMILES: [Br:6][c:7]1[cH:8][cH:9][c:10]([S:13](=[O:14])(=[O:15])[Cl:16])[cH:11][cH:12]1.[CH2:19]([Cl:20])[Cl:21].[CH2:1]1[CH2:2][CH2:3][NH:4][CH2:5]1.[Na+:18].[OH-:17]>>[CH2:1]1[CH2:2][CH2:3][N:4]([S:13]([c:10]2[cH:9][cH:8][c:7]([Br:6])[cH:12][cH:11]2)(=[O:14])=[O:15])[CH2:5]1.